This data is from the Open Reaction Database (ORD), a public repository of structured organic reaction records. The task is: describe an organic reaction: reactants, conditions, products, and yield Reactants: C(C)(C)(C)OC(NC=1C(=NC(=CC1)Br)[N+](=O)[O-])=O ((6-Bromo-2-nitro-pyridin-3-yl)-carbamic acid tert-butyl ester), [H-].[Na+] (NaH), CI (methyl iodide). The solvent is CN(C)C=O (DMF). Reaction conditions: time 15 minute. Yields the product C(C)(C)(C)OC(N(C)C=1C(=NC(=CC1)Br)[N+](=O)[O-])=O ((6-Bromo-2-nitro-pyridin-3-yl)-methyl-carbamic acid tert-butyl ester). Isolated yield 88.7%. As a reaction SMILES: [C:1]([O:5][C:6](=[O:18])[NH:7][C:8]1[C:9]([N+:15]([O-:17])=[O:16])=[N:10][C:11]([Br:14])=[CH:12][CH:13]=1)([CH3:4])([CH3:3])[CH3:2].[H-].[Na+].[CH3:21]I>CN(C=O)C>[C:1]([O:5][C:6](=[O:18])[N:7]([C:8]1[C:9]([N+:15]([O-:17])=[O:16])=[N:10][C:11]([Br:14])=[CH:12][CH:13]=1)[CH3:21])([CH3:4])([CH3:2])[CH3:3] |f:1.2|. Procedure details: To a stirred solution of (6-bromo-2-nitro-pyridin-3-yl)-carbamic acid tert-butyl ester (6) (290 mg, 0.91 mmol) in DMF (10 mL), NaH (57 mg, 1.36 mmol, 57% dispersion in oil) was added at 0° C. After stirring for 15 minutes, methyl iodide (79 μL, 1.27 mmol) was added and the reaction mixture was stirred for 1 hour. The reaction mixture was then quenched with saturated ammonium chloride solution (15 mL) and extracted with ethyl acetate (2×40 mL). The combined organic extracts were washed with water...